Dataset: the Open Reaction Database (ORD), a public repository of structured organic reaction records. Task: describe an organic reaction: reactants, conditions, products, and yield RXN SMILES: [Br:1][c:2]1[cH:3][c:4]([S:15][c:16]2[n:17]([CH3:25])[c:18]([C:21](=[O:22])[O:23][CH3:24])[cH:19][n:20]2)[c:5]([NH:8][c:9]2[s:10][cH:11][c:12]([CH3:14])[n:13]2)[n:6][cH:7]1.[CH2:35]1[O:36][CH2:37][CH2:38][CH2:39]1.[CH3:26][CH:27]([CH2:28][AlH:29][CH2:30][CH:31]([CH3:32])[CH3:33])[CH3:34]>>[Br:1][c:2]1[cH:3][c:4]([S:15][c:16]2[n:17]([CH3:25])[c:18]([CH2:21][OH:22])[cH:19][n:20]2)[c:5]([NH:8][c:9]2[s:10][cH:11][c:12]([CH3:14])[n:13]2)[n:6][cH:7]1. The product is Cc1csc(Nc2ncc(Br)cc2Sc2ncc(CO)n2C)n1. The reactants are COC(=O)c1cnc(Sc2cc(Br)cnc2Nc2nc(C)cs2)n1C, C1CCOC1, CC(C)C[AlH]CC(C)C. The reactants are CC1(c2ccccc2)CCN(Cc2ccccc2)CC1, CO, [H][H]. Product: CC1(c2ccccc2)CCNCC1. As a reaction SMILES: [CH2:1]([c:2]1[cH:3][cH:4][cH:5][cH:6][cH:7]1)[N:8]1[CH2:9][CH2:10][C:11]([c:14]2[cH:15][cH:16][cH:17][cH:18][cH:19]2)([CH3:20])[CH2:12][CH2:13]1.[CH3:23][OH:24].[H:21][H:22]>>[NH:8]1[CH2:9][CH2:10][C:11]([c:14]2[cH:15][cH:16][cH:17][cH:18][cH:19]2)([CH3:20])[CH2:12][CH2:13]1.